Dataset: the Open Reaction Database (ORD), a public repository of structured organic reaction records. Task: describe an organic reaction: reactants, conditions, products, and yield Starting materials: ClC=1C(C2=CC=CC=C2C(C1)=O)=O (2-chloro-1,4-naphthoquinone), ClC1=CC=C(C=C1)C1CCC(CC1)C(=O)O (4-(4-chlorophenyl)cyclohexane-1-carboxylic acid), S(=O)(=O)([O-])OOS(=O)(=O)[O-].[NH4+].[NH4+] (ammonium persulphate). Reagents/catalysts: [N+](=O)([O-])[O-].[Ag+] (silver nitrate). The solvent is C(C)#N (acetonitrile), O (water). Yields the product ClC1=CC=C(C=C1)C1CCC(CC1)C=1C(C2=CC=CC=C2C(C1Cl)=O)=O (2-[4-(4-chlorophenyl)cyclohexyl]-3-Chloro-1,4-naphthoquinone). The yield is 35.0%. Reaction SMILES: [Cl:1][C:2]1[C:3](=[O:13])[C:4]2[C:9]([C:10](=[O:12])[CH:11]=1)=[CH:8][CH:7]=[CH:6][CH:5]=2.[Cl:14][C:15]1[CH:20]=[CH:19][C:18]([CH:21]2[CH2:26][CH2:25][CH:24](C(O)=O)[CH2:23][CH2:22]2)=[CH:17][CH:16]=1.S(OOS([O-])(=O)=O)([O-])(=O)=O.[NH4+].[NH4+]>C(#N)C.O.[N+]([O-])([O-])=O.[Ag+]>[Cl:14][C:15]1[CH:20]=[CH:19][C:18]([CH:21]2[CH2:26][CH2:25][CH:24]([C:11]3[C:10](=[O:12])[C:9]4[C:4]([C:3](=[O:13])[C:2]=3[Cl:1])=[CH:5][CH:6]=[CH:7][CH:8]=4)[CH2:23][CH2:22]2)=[CH:17][CH:16]=1 |f:2.3.4,7.8|. Procedure: A mixture of 2-chloro-1,4-naphthoquinone (3.95 g, 0.02 mol), 4-(4-chlorophenyl)cyclohexane-1-carboxylic acid (4.9 g, 0.02 mol) and powdered silver nitrate (1.05 g, 0.0062 mol) was heated to reflux with vigorous stirring in 40 ml of acetonitrile. A solution of ammonium persulphate (12.0 g, 0.0525 mol) in 50 ml of water was added dropwise over 1 hour. The mixture was refluxed for 3 hours then cooled in ice for 30 mins, after which it was filtered, and the residual sticky solid extracted twice with... The reactants are O (water), CCOC(=O)C (EtOAc), amine, C1(CCC(CC1)=O)C1=CC2=C(NC(O2)=O)C=C1 (6-(4-cyclohexanonyl)benzoxazolin-2-one), [BH4-].[Na+] (NaBH4). The solvent is C1CCOC1 (THF). Reaction conditions: time 1 hour. Product: C1(=CC=CC=C1)C(CCN[C@@H]1CC[C@H](CC1)C1=CC2=C(NC(O2)=O)C=C1)C (6-[trans-4-(3-phenylbutylamino)cyclohexyl]-3H-benzoxazol-2-one). The yield is 28.0%. RXN SMILES: [CH:1]1([C:8]2[CH:17]=[CH:16][C:11]3[NH:12][C:13](=[O:15])[O:14][C:10]=3[CH:9]=2)[CH2:6][CH2:5][C:4](=O)[CH2:3][CH2:2]1.[BH4-].[Na+].O.CCO[C:24]([CH3:26])=O>C1COCC1>[C:1]1([CH:24]([CH3:26])[CH2:10][CH2:11][NH:12][C@H:4]2[CH2:5][CH2:6][C@H:1]([C:8]3[CH:17]=[CH:16][C:11]4[NH:12][C:13](=[O:15])[O:14][C:10]=4[CH:9]=3)[CH2:2][CH2:3]2)[CH:6]=[CH:5][CH:4]=[CH:3][CH:2]=1 |f:1.2|. Procedure details: To a stirred solution of amine 14 (1.3 g, 6.2 mmol) in THF (75 mL) was added 5 (1.44 g, 6.22 mmol). The reaction mixture was stirred for 1 hour, NaBH4 (329 mg, 8.71 mmol) was added followed by water (30 mL). The reaction mixture was stirred for 45 minutes then diluted with EtOAc. The mixture was washed with 1N HCl and concentrated under reduced pressure. Purification by flash chromatography (silica, 95:5:1 CH2Cl2:MeOH:NH4OH) gave 6-[trans-4-(3-phenylbutylamino)cyclohexyl]-3H-benzoxazol-2-one (64... Run in O (water). Reactants: OO (hydrogen peroxide), S(N)(O)(=O)=O (sulfamic acid), [N+](=O)([O-])OS(O)(=O)=O (nitrylsulphuric acid). The product is O=O (oxygen), N(=O)OS(O)(=O)=O (nitrososulphuric acid). Reaction SMILES: S(=O)(=O)(O)N.[N+:6]([O:9][S:10](=[O:13])(=[O:12])[OH:11])([O-])=[O:7].[OH:14][OH:15]>O>[O:14]=[O:15].[N:6]([O:9][S:10](=[O:12])(=[O:11])[OH:13])=[O:7]. Reported procedure: It should be noted that in the absence of sulfamic acid, nitrylsulphuric acid reacts with hydrogen peroxide to produce water, oxygen and nitrososulphuric acid, which material consumes yet more peroxide. This reaction sequence leads to the catalytic destruction of the peroxide added as shown in the following equations: Reactants: C(C)(C)(C)C1=NC=C(C(=N1)OCC)C=1N(C(C(N1)(C)C1=CC=C(C=C1)Cl)(C)C1=CC=C(C=C1)Cl)C(=O)Cl (rac-(4S*,5R*)-2-(2-tert-butyl-4-ethoxy-pyrimidin-5-yl)-4,5-bis-(4-chloro-phenyl)-4,5-dimethyl-4,5-dihydro-imidazole-1-carbonyl chloride), N1(CCNCC1)CCCO (3-piperazin-1-yl-propan-1-ol). Yields the product C(C)(C)(C)C1=NC=C(C(=N1)OCC)C=1N(C(C(N1)(C)C1=CC=C(C=C1)Cl)(C)C1=CC=C(C=C1)Cl)C(=O)N1CCN(CC1)CCCO ([2-(2-tert-Butyl-4-ethoxy-pyrimidin-5-yl)-4,5-bis-(4-chloro-phenyl)-4,5-dimethyl-4,5-dihydro-imidazol-1-yl]-[4-(3-hydroxy-propyl)-piperazin-1-yl]-methanone). Reaction SMILES: [C:1]([C:5]1[N:10]=[C:9]([O:11][CH2:12][CH3:13])[C:8]([C:14]2[N:15]([C:35](Cl)=[O:36])[C:16]([C:28]3[CH:33]=[CH:32][C:31]([Cl:34])=[CH:30][CH:29]=3)([CH3:27])[C:17]([C:20]3[CH:25]=[CH:24][C:23]([Cl:26])=[CH:22][CH:21]=3)([CH3:19])[N:18]=2)=[CH:7][N:6]=1)([CH3:4])([CH3:3])[CH3:2].[N:38]1([CH2:44][CH2:45][CH2:46][OH:47])[CH2:43][CH2:42][NH:41][CH2:40][CH2:39]1>>[C:1]([C:5]1[N:10]=[C:9]([O:11][CH2:12][CH3:13])[C:8]([C:14]2[N:15]([C:35]([N:41]3[CH2:42][CH2:43][N:38]([CH2:44][CH2:45][CH2:46][OH:47])[CH2:39][CH2:40]3)=[O:36])[C:16]([C:28]3[CH:33]=[CH:32][C:31]([Cl:34])=[CH:30][CH:29]=3)([CH3:27])[C:17]([C:20]3[CH:25]=[CH:24][C:23]([Cl:26])=[CH:22][CH:21]=3)([CH3:19])[N:18]=2)=[CH:7][N:6]=1)([CH3:2])([CH3:3])[CH3:4]. Procedure: In a manner analogous to the method described in example 3, rac-(4S*,5R*)-2-(2-tert-butyl-4-ethoxy-pyrimidin-5-yl)-4,5-bis-(4-chloro-phenyl)-4,5-dimethyl-4,5-dihydro-imidazole-1-carbonyl chloride was reacted with 3-piperazin-1-yl-propan-1-ol (Acros) to give the title compound as a racemic mixture. HR-MS (ES, m/z) calculated for C35H45N6O3Cl2 [(M+H)+] 667.2925, observed 667.2923. The reactants are OCCNC1=CC=CC=C1 (N-β-Hydroxyethylaniline), NC=1C=C(C(=CC1)C)S(=O)(=O)O (4-aminotoluene-2-sulphonic acid), 4-(β-sulphatoethylsulphonyl)-aniline, NCCC#N (β-aminopropionitrile), 3-(β-sulphatoethylsulphonyl)-aniline, NCC(=O)O (aminoacetic acid), 4-aminophenol-6-sulphonic acid, CNCCC#N (β-N-methylaminopropionitrile), 2-aminophenol-5-sulphonic acid, NC1=CC(=C(C=C1)OCC)S(=O)(=O)O (4-amino-1-ethoxy-benzene-2-sulphonic acid), NNC(=O)N (semicarbazide), C(C1=CC=CC=C1)(=O)NN (benzoic acid hydrazide), NC1=CC(=C(C=C1)OC)S(=O)(=O)O (4-amino-1-methoxy-benzene-2-sulphonic acid). Yields the product NC1=CC=C(C2=CC=CC(=C12)O)S(=O)(=O)O (1-amino-8-hydroxynaphthalene-4-sulphonic acid). RXN SMILES: OCC[NH:4][C:5]1[CH:10]=[CH:9][CH:8]=[CH:7][CH:6]=1.NN[C:13](N)=[O:14].[C:16](NN)(=O)[C:17]1[CH:22]=CC=CC=1.NC1C=CC(OC)=C([S:35]([OH:38])(=[O:37])=[O:36])C=1.NC1C=CC(OCC)=C(S(O)(=O)=O)C=1.NC1C=C(S(O)(=O)=O)C(C)=CC=1.CNCCC#N.NCCC#N.NCC(O)=O>>[NH2:4][C:5]1[C:6]2[C:7](=[CH:16][CH:17]=[CH:22][C:13]=2[OH:14])[C:8]([S:35]([OH:38])(=[O:37])=[O:36])=[CH:9][CH:10]=1. Reported procedure: N-β-Hydroxyethylaniline, semicarbazide, benzoic acid hydrazide, 4-(β-sulphatoethylsulphonyl)-aniline, 3-(β-sulphatoethylsulphonyl)-aniline, 4-amino-1-methoxy-benzene-2-sulphonic acid, 4-amino-1-ethoxy-benzene-2-sulphonic acid, 4-aminophenol-6-sulphonic acid, 2-aminophenol-5-sulphonic acid, 4-aminotoluene-2-sulphonic acid, β-N-methylaminopropionitrile, β-aminopropionitrile and aminoacetic acid. Starting materials: n1ccc(n1C)B1OC(C(O1)(C)C)(C)C, n1(Cc2ccccc2)c(nnn1)Br. Reagents/catalysts: c1ccc(cc1)-c2c3ccccc3cc4ccccc24 (9-Phenylanthracene), [F-].[Cs+] (CsF), O1c2c(C(c3c1c(ccc3)P(c1ccccc1)c1ccccc1)(C)C)cccc2P(c1ccccc1)c1ccccc1.Cl[Pd]Cl (Pd(XanthPhos)Cl2). Solvent: C1CCOC1   (THF), CC1=CC=CC=C1Â Â  (Toluene). Reaction conditions: temperature 80 celsius, time 18 hour. The product is Cn1nccc1c2nnnn2Cc3ccccc3. Reaction SMILES: Br[c:1]1[n:5]([CH2:6][c:7]2[cH:12][cH:11][cH:10][cH:9][cH:8]2)[n:4][n:3][n:2]1.[CH3:13][n:14]1[c:18](B2OC(C)(C)C(C)(C)O2)[cH:17][cH:16][n:15]1>>[CH3:13][n:14]1[c:18]([c:1]2[n:5]([CH2:6][c:7]3[cH:12][cH:11][cH:10][cH:9][cH:8]3)[n:4][n:3][n:2]2)[cH:17][cH:16][n:15]1. The reactants are CN1CCC2(C(NC(N2)=O)=O)CC1 (1-Methylpiperidine-4-spiro-5'-hydantoin), O.O.O.O.O.O.O.O.[OH-].[Ba+2].[OH-] (barium hydroxide octahydrate). Run in O (water). Yields the product NC1(CCN(CC1)C)C(=O)O (4-amino-1-methyl-piperidine-4-carboxylic acid). The yield is 379.5%. RXN SMILES: [CH3:1][N:2]1[CH2:13][CH2:12][C:5]2([NH:9]C(=O)N[C:6]2=[O:11])[CH2:4][CH2:3]1.[OH2:14].O.O.O.O.O.O.O.[OH-].[Ba+2].[OH-]>O>[NH2:9][C:5]1([C:6]([OH:11])=[O:14])[CH2:4][CH2:3][N:2]([CH3:1])[CH2:13][CH2:12]1 |f:1.2.3.4.5.6.7.8.9.10.11|. Procedure details: 1-Methylpiperidine-4-spiro-5'-hydantoin (9.75 g. 0.0533 mole) and barium hydroxide octahydrate (28.8 g, 0.9913 mole) in water (150 ml) were heated at 160° C. in a bomb for 3 hr. The content of four such batches were combined and the precipitated barium carbonate was filtered off. The filtrate was neutralized with solid CO2 and the precipitate removed by filtration. Concentration of the filtrate gave 4-amino-1-methyl-piperidine-4-carboxylic acid (32.0 g, 95%) mp. 275°-280° C. (dec.).